From a dataset of the Open Reaction Database (ORD), a public repository of structured organic reaction records. describe an organic reaction: reactants, conditions, products, and yield Starting materials: C(C1=CC=CC=C1)N1CCC(CC1)NC1=NC=CC=C1N (2-N-(1-Benzyl-piperidin-4-yl)-pyridine-2,3-diamine), C(OC)(OC)OC (trimethyl orthoformate), Cl (HCl). Yields the product C(C1=CC=CC=C1)N1CCC(CC1)N1C=NC=2C1=NC=CC2 (3-(1-Benzyl-piperidin-4-yl)-3-H-imidazo[4,5-b]pyridine). As a reaction SMILES: [CH2:1]([N:8]1[CH2:13][CH2:12][CH:11]([NH:14][C:15]2[C:20]([NH2:21])=[CH:19][CH:18]=[CH:17][N:16]=2)[CH2:10][CH2:9]1)[C:2]1[CH:7]=[CH:6][CH:5]=[CH:4][CH:3]=1.[CH:22](OC)(OC)OC.Cl>>[CH2:1]([N:8]1[CH2:13][CH2:12][CH:11]([N:14]2[C:15]3=[N:16][CH:17]=[CH:18][CH:19]=[C:20]3[N:21]=[CH:22]2)[CH2:10][CH2:9]1)[C:2]1[CH:7]=[CH:6][CH:5]=[CH:4][CH:3]=1. Reported procedure: The title compound was prepared from 153 mg of 2-N-(1-benzyl-piperidin-4-yl)-pyridine-2,3-diamine (from Step B), 6 mL of trimethyl orthoformate, and) 0.2 mL of concentrated HCl, using a procedure analogous to that described in Example 95, Step B to provide 139 mg of the title compound as a yellow solid. Reactants: C(#N)C(=C(C)C1=CC2=CC=C(C=C2C=C1)N(C)CCO)C#N (2-(1,1-dicyanopropen-2-yl)-6-[(2-hydroxyethyl)methylamino]naphthalene), ClCCO (2-chloro-ethanol). Run in C(C)#N (acetonitrile). Reaction SMILES: [C:1]([C:3]([C:21]#[N:22])=[C:4]([C:6]1[CH:15]=[CH:14][C:13]2[C:8](=[CH:9][CH:10]=[C:11]([N:16]([CH2:18][CH2:19][OH:20])[CH3:17])[CH:12]=2)[CH:7]=1)[CH3:5])#[N:2].Cl[CH2:24][CH2:25][OH:26]>C(#N)C>[C:1]([C:3]([C:21]#[N:22])=[C:4]([C:6]1[CH:15]=[CH:14][C:13]2[C:8](=[CH:9][CH:10]=[C:11]([N:16]([CH2:18][CH2:19][O:20][CH2:24][CH2:25][OH:26])[CH3:17])[CH:12]=2)[CH:7]=1)[CH3:5])#[N:2]. Yield: 60.0%. Reaction conditions: temperature 80 celsius, time 17 hour. Product: C(#N)C(=C(C)C1=CC2=CC=C(C=C2C=C1)N(C)CCOCCO)C#N (2-(1,1-dicyanopropen-2-yl)-6-{[2-(2-hydroxy-ethoxy)-ethyl]methylamino}naphthalene). Procedure details: 0.40 g (1.4 mmol) of the fourth compound 4 is obtained to be dissolved in 8 mL of anhydrous acetonitrile. 0.35 g (4.3 mmol) of 2-chloro-ethanol is added to be heated with stirring at 80° C. for 17 hrs. After cooling, extraction is processed with dichloromethane. After being dried with anhydrous sodium sulfate, an organic phase is concentrated under reduced pressure to be separated and purified by liquid chromatography (SiO2, CHCl3:EtOAc=1:1). Thus, a product, 2-(1,1-dicyanopropen-2-yl)-6-{[2-(2-... Starting materials: C=C(CBr)C1CN(C(=O)OCc2ccccc2)CC1C(=O)OC(C)(C)C, CN1CCCN(C)C1=O, C[Si](C)(C)[N-][Si](C)(C)C, Cc1ccccc1, [Li+], C1CCOC1. Product: C=C1CC2(C(=O)OC(C)(C)C)CN(C(=O)OCc3ccccc3)CC12. Reaction SMILES: [C:1]([CH3:2])([CH3:3])([CH3:4])[O:5][C:6](=[O:7])[CH:8]1[CH2:9][N:10]([C:17](=[O:18])[O:19][CH2:20][c:21]2[cH:22][cH:23][cH:24][cH:25][cH:26]2)[CH2:11][CH:12]1[C:13](=[CH2:14])[CH2:15][Br:16].[CH3:27][N:28]1[CH2:29][CH2:30][CH2:31][N:32]([CH3:33])[C:34]1=[O:35].[CH3:36][Si:37]([CH3:38])([CH3:39])[N-:40][Si:41]([CH3:42])([CH3:43])[CH3:44].[CH3:51][c:52]1[cH:53][cH:54][cH:55][cH:56][cH:57]1.[Li+:45].[O:46]1[CH2:47][CH2:48][CH2:49][CH2:50]1>>[C:1]([CH3:2])([CH3:3])([CH3:4])[O:5][C:6](=[O:7])[C:8]12[CH2:9][N:10]([C:17](=[O:18])[O:19][CH2:20][c:21]3[cH:22][cH:23][cH:24][cH:25][cH:26]3)[CH2:11][CH:12]1[C:13](=[CH2:15])[CH2:14]2. Starting materials: NC=1C=NC=CC1 (3-aminopyridine), [OH-].[Na+] (sodium hydroxide), ClCC(=O)Cl (Chloroacetyl chloride). Run in O (water). Conditions: time 8 hour. Product: ClCC(=O)NC=1C=NC=CC1 (2-Chloro-N-pyridin-3-yl-acetamide). RXN SMILES: [NH2:1][C:2]1[CH:3]=[N:4][CH:5]=[CH:6][CH:7]=1.[OH-].[Na+].[Cl:10][CH2:11][C:12](Cl)=[O:13]>O>[Cl:10][CH2:11][C:12]([NH:1][C:2]1[CH:3]=[N:4][CH:5]=[CH:6][CH:7]=1)=[O:13] |f:1.2|. Procedure details: A mixture of 3-aminopyridine (350 mg) and sodium hydroxide (0.6 g) were dissolved in water (8 mL) and the reaction mixture was cooled in an ice bath. Chloroacetyl chloride (1.19 mL) was added dropwise and the reaction mixture was allowed to stir at room temperature overnight. The reaction mixture was extracted with dichloromethane and organic layer was concentrated and purified by column chromatography, eluting with 0-60% ethyl acetate/cyclohexane to give the title compound (0.10 g) as a white s... Starting materials: BrCCC(=O)Cl (3-bromopropionyl chloride), COC1=CC=NC=C1 (4-methoxypyridine), FC1=CC=C(C=C1)[Mg]Br (4-fluorophenylmagnesium bromide), Cl (hydrochloric acid). The solvent is O1CCCC1 (tetrahydrofuran). Run at temperature -20 celsius, time 30 minute. Product: BrCCC(=O)N1C(CC(C=C1)=O)C1=CC=C(C=C1)F (1-(3-bromopropionyl)-2-(4-fluorophenyl)-2,3-dihydro-1H-pyridin-4-one). As a reaction SMILES: C[O:2][C:3]1[CH:8]=[CH:7][N:6]=[CH:5][CH:4]=1.[Br:9][CH2:10][CH2:11][C:12](Cl)=[O:13].Cl.[F:16][C:17]1[CH:22]=[CH:21][C:20]([Mg]Br)=[CH:19][CH:18]=1>O1CCCC1>[Br:9][CH2:10][CH2:11][C:12]([N:6]1[CH:7]=[CH:8][C:3](=[O:2])[CH2:4][CH:5]1[C:20]1[CH:21]=[CH:22][C:17]([F:16])=[CH:18][CH:19]=1)=[O:13]. Procedure details: To a solution of 4-methoxypyridine (3.0 g) in tetrahydrofuran (50 mL), 4-fluorophenylmagnesium bromide (1 M solution in tetrahydrofuran; 27.5 mL) was added dropwise at −40° C. to −20° C. over 10 minutes. To this solution, 3-bromopropionyl chloride (2.77 mL) was added dropwise at −40° C. to −20° C., and the reaction solution was stirred at −20° C. for 30 minutes. The reaction solution was poured into a 10% hydrochloric acid solution, and the mixture was stirred for 20 minutes, followed by extract... Reactants: Cl (hydrochloric acid), ClC1=CC=2C3=C(N(C2C=C1)C)C(N(N=C3C(=O)OC)C3=CC=CC=C3)=O (methyl 8-chloro-5-methyl-4-oxo-3-phenyl-3,5-dihydro-4H-pyridazino[4,5-b]indole-1-carboxylate), [BH4-].[Na+] (sodium borohydride), CO (methanol). The solvent is ClCCl (dichloromethane), O1CCCC1 (tetrahydrofuran). Product: ClC1=CC=2C3=C(N(C2C=C1)C)C(N(N=C3CO)C3=CC=CC=C3)=O (8-Chloro-1-(hydroxymethyl)-5-methyl-3-phenyl-3,5-dihydro-4H-pyridazino[4,5-b]indol-4-one). Isolated yield 93.6%. As a reaction SMILES: [Cl:1][C:2]1[CH:10]=[CH:9][C:8]2[N:7]([CH3:11])[C:6]3[C:12](=[O:26])[N:13]([C:20]4[CH:25]=[CH:24][CH:23]=[CH:22][CH:21]=4)[N:14]=[C:15]([C:16](OC)=[O:17])[C:5]=3[C:4]=2[CH:3]=1.[BH4-].[Na+].CO.Cl>O1CCCC1.ClCCl>[Cl:1][C:2]1[CH:10]=[CH:9][C:8]2[N:7]([CH3:11])[C:6]3[C:12](=[O:26])[N:13]([C:20]4[CH:21]=[CH:22][CH:23]=[CH:24][CH:25]=4)[N:14]=[C:15]([CH2:16][OH:17])[C:5]=3[C:4]=2[CH:3]=1 |f:1.2|. Reported procedure: A solution of 17.2 g (47 mmol) of methyl 8-chloro-5-methyl-4-oxo-3-phenyl-3,5-dihydro-4H-pyridazino[4,5-b]indole-1-carboxylate, of 8.7 g (230 mmol) of sodium borohydride and of 9.4 ml (230 mmol) of methanol in 300 ml of tetrahydrofuran is heated at reflux for 4 h. The mixture is cooled and poured onto a stirred solution of 100 ml of 2N hydrochloric acid and 100 ml of dichloromethane. The precipitate is collected by filtration, washed with water and dichloromethane and dried under reduced pressur... The reactants are C(NN)(=O)OC1CC(N(C(C1)(C)C)C)(C)C (1,2,2,6,6-pentamethyl-4-piperidinyl carbazate), solution, CC1(NC(CC(C1)NC(C(=O)OCC)=O)(C)C)C (ethyl N-(2,2,6,6-tetramethyl-4-piperidinyl)oxamate). The solvent is CO (methanol), CO (methanol). Run at temperature 50 celsius. The product is CC1(NC(CC(C1)NC(C(=O)NNC(=O)OC1CC(N(C(C1)(C)C)C)(C)C)=O)(C)C)C (1-[N-(2,2,6,6-tetramethyl-4-piperidinyl)oxamoyl]-2-(1,2,2,6,6-pentamethyl-4-piperidinyloxycarbonyl)hydrazine). As a reaction SMILES: [C:1]([O:5][CH:6]1[CH2:11][C:10]([CH3:13])([CH3:12])[N:9]([CH3:14])[C:8]([CH3:16])([CH3:15])[CH2:7]1)(=[O:4])[NH:2][NH2:3].[CH3:17][C:18]1([CH3:34])[CH2:23][CH:22]([NH:24][C:25](=[O:31])[C:26](OCC)=[O:27])[CH2:21][C:20]([CH3:33])([CH3:32])[NH:19]1>CO>[CH3:17][C:18]1([CH3:34])[CH2:23][CH:22]([NH:24][C:25](=[O:31])[C:26]([NH:3][NH:2][C:1]([O:5][CH:6]2[CH2:11][C:10]([CH3:12])([CH3:13])[N:9]([CH3:14])[C:8]([CH3:16])([CH3:15])[CH2:7]2)=[O:4])=[O:27])[CH2:21][C:20]([CH3:33])([CH3:32])[NH:19]1. Procedure: Into a 100 ml 3-neck flask was added 7.3 grams (0.0318 mole) of 1,2,2,6,6-pentamethyl-4-piperidinyl carbazate, 12.9 grams (0,032 mole) of a 60% solution of ethyl N-(2,2,6,6-tetramethyl-4-piperidinyl)oxamate in methanol and 15 ml of methanol. The flask was equipped with a magnetic stirrer, thermometer and a Dean Stark trap with reflux condenser. The flask was placed in a hot oil bath and heated to reflux. The methanol was distilled off through the Dean Stark trap and the residue was heated for 4 ...